describe an organic reaction: reactants, conditions, products, and yield From a dataset of the Open Reaction Database (ORD), a public repository of structured organic reaction records. The product is N#CCc1cc(Cl)c(F)cc1Br. The reactants are Fc1cc(Br)c(CBr)cc1Cl, CN(C)C=O, N#C[Na]. Reaction SMILES: [Br:1][c:2]1[c:3]([CH2:10][Br:11])[cH:4][c:5]([Cl:9])[c:6]([F:8])[cH:7]1.[CH3:15][N:16]([CH3:17])[CH:18]=[O:19].[Na:12][C:13]#[N:14]>>[Br:1][c:2]1[c:3]([CH2:10][C:13]#[N:14])[cH:4][c:5]([Cl:9])[c:6]([F:8])[cH:7]1. The reactants are NC=1SC(=CN1)SC1=NC=CC=N1 (2-amino-5-(2-pyrimidinylthio)thiazole), CS(=O)(=O)Cl (methanesulfonyl chloride). Run in N1=CC=CC=C1 (pyridine). Yields the product CS(=O)(=O)NC=1SC(=CN1)SC1=NC=CC=N1 (2-methanesulfonylamino-5-(2-pyrimidinylthio)thiazole). Yield: 43.8%. As a reaction SMILES: [NH2:1][C:2]1[S:3][C:4]([S:7][C:8]2[N:13]=[CH:12][CH:11]=[CH:10][N:9]=2)=[CH:5][N:6]=1.[CH3:14][S:15](Cl)(=[O:17])=[O:16]>N1C=CC=CC=1>[CH3:14][S:15]([NH:1][C:2]1[S:3][C:4]([S:7][C:8]2[N:13]=[CH:12][CH:11]=[CH:10][N:9]=2)=[CH:5][N:6]=1)(=[O:17])=[O:16]. Procedure details: To a solution of 2-amino-5-(2-pyrimidinylthio)thiazole (1.0 g) in a pyridine (20 ml) was dropwise added methanesulfonyl chloride (0.8 ml) at 5° C. with stirring. The mixture was stirred at room temperature for 24 hours. The reaction mixture was concentrated under reduced pressure and water was added to this residue. The mixture was extracted with a mixture of tetrahydrofuran and ethyl acetate (1:1), washed with aqueous saturated sodium chloride and dried over magnesium sulfate. The solution was ... Reactants: C(C)(C)(C)OC(=O)N1CCC2=CC(=CC=C12)C#CCCCO (5-(5-Hydroxy-pent-1-ynyl)-2,3-dihydro-indole-1-carboxylic acid tert-butyl ester). The reagents and catalysts are [Pd] (Pd/C). Run in CO (MeOH). Product: C(C)(C)(C)OC(=O)N1CCC2=CC(=CC=C12)CCCCCO (5-(5-Hydroxy-pentyl)-2,3-dihydro-indole-1-carboxylic acid tert-butyl ester). The yield is 98.6%. RXN SMILES: [C:1]([O:5][C:6]([N:8]1[C:16]2[C:11](=[CH:12][C:13]([C:17]#[C:18][CH2:19][CH2:20][CH2:21][OH:22])=[CH:14][CH:15]=2)[CH2:10][CH2:9]1)=[O:7])([CH3:4])([CH3:3])[CH3:2]>CO.[Pd]>[C:1]([O:5][C:6]([N:8]1[C:16]2[C:11](=[CH:12][C:13]([CH2:17][CH2:18][CH2:19][CH2:20][CH2:21][OH:22])=[CH:14][CH:15]=2)[CH2:10][CH2:9]1)=[O:7])([CH3:4])([CH3:3])[CH3:2]. Reported procedure: 2.8 g (9.3 mmol) 5-(5-Hydroxy-pent-1-ynyl)-2,3-dihydro-indole-1-carboxylic acid tert-butyl ester in 60 ml MeOH were subjected to hydrogenation with 10% Pd/C to yield 2.8 g (quantitative) 5-(5-Hydroxy-pentyl)-2,3-dihydro-indole-1-carboxylic acid tert-butyl ester as colorless viscous oil, MS: 305 (M). The reactants are CC(=O)OC(C)=O, O=C1NCCC1O, c1ccncc1. The product is CC(=O)OC1CCNC1=O. RXN SMILES: [CH3:8][C:9](=[O:10])[O:11][C:12](=[O:13])[CH3:14].[OH:1][CH:2]1[C:3](=[O:7])[NH:4][CH2:5][CH2:6]1.[cH:15]1[cH:16][cH:17][n:18][cH:19][cH:20]1>>[O:1]([CH:2]1[C:3](=[O:7])[NH:4][CH2:5][CH2:6]1)[C:9]([CH3:8])=[O:10]. Reactants: P(Cl)(Cl)(Cl)(Cl)Cl (Phosphorus pentachloride), C(CCCCCCC)OC1=CC=C(C=C1)CC(=O)O (4-n-octyloxyphenylacetic acid). Conditions: temperature 80 celsius. Yields the product C(CCCCCCC)OC1=CC=C(C=C1)CC(=O)Cl (4-n-octyloxyphenylacetyl chloride). Reaction SMILES: P(Cl)(Cl)(Cl)(Cl)[Cl:2].[CH2:7]([O:15][C:16]1[CH:21]=[CH:20][C:19]([CH2:22][C:23]([OH:25])=O)=[CH:18][CH:17]=1)[CH2:8][CH2:9][CH2:10][CH2:11][CH2:12][CH2:13][CH3:14]>>[CH2:7]([O:15][C:16]1[CH:21]=[CH:20][C:19]([CH2:22][C:23]([Cl:2])=[O:25])=[CH:18][CH:17]=1)[CH2:8][CH2:9][CH2:10][CH2:11][CH2:12][CH2:13][CH3:14]. Procedure: Phosphorus pentachloride (1.lg, 0.0053 mol) was added to 4-n-octyloxyphenylacetic acid (1.3g, 0.0049 mol) and the mixture was allowed to react by heating at 80° C. POCl3 and excess phosphorus pentachloride were completely removed by evaporation in vacuo to obtain 4-n-octyloxyphenylacetyl chloride. This chloride was dissolved in toluene (10 ml) and to the mixture were added S-(-)-α-(4-n-heptyloxyphenyl)ethyl alcohol (1.0g, 0.0042 mol) and pyridine (1 ml, a dehydrochlorinating agent). The mixture ... The product is O(C1=CC=CC=C1)C1=CC=C(C=C1)S(=O)(=O)NC1=C(N)C=CC=C1 (2-((4-Phenoxyphenyl)sulfonylamino)aniline). Run in CCCCCC (Hexane). The reactants are O(C1=CC=CC=C1)C1=CC=C(C=C1)S(=O)(=O)Cl (4-phenoxyphenylsulfonyl chloride), C1(=C(C=CC=C1)N)N (o-phenylenediamine). Procedure details: The title compound was prepared according to General Method C using 4-phenoxyphenylsulfonyl chloride (969 mg, 3.6 mmol) and o-phenylenediamine (300 mg, 2.77 mmol). The reaction mixture was partitioned between water (200 ml) and toluene:methylene chloride (1:3). The organic phase collected and the methylene chloride evaporated leaving the toluene. Hexane added and the product precipatated from solution. (317 mg, 34%) EI-MS m/z 341 (M+H)+. Reaction SMILES: [O:1]([C:8]1[CH:13]=[CH:12][C:11]([S:14](Cl)(=[O:16])=[O:15])=[CH:10][CH:9]=1)[C:2]1[CH:7]=[CH:6][CH:5]=[CH:4][CH:3]=1.[C:18]1([NH2:25])[CH:23]=[CH:22][CH:21]=[CH:20][C:19]=1[NH2:24]>CCCCCC>[O:1]([C:8]1[CH:13]=[CH:12][C:11]([S:14]([NH:24][C:19]2[CH:20]=[CH:21][CH:22]=[CH:23][C:18]=2[NH2:25])(=[O:16])=[O:15])=[CH:10][CH:9]=1)[C:2]1[CH:7]=[CH:6][CH:5]=[CH:4][CH:3]=1. Reactants: C(CCCC)C(=O)CCCCC (Diamylketone), C(C1=CC=CC=C1)N (benzylamine). The reagents and catalysts are [Pd] (Pd/C), catalyst. Reaction conditions: time 5 hour. The product is CCCCCC(CCCCC)N (6-undecylamine). Yield: 75.4%. Reaction SMILES: [CH2:1]([C:6]([CH2:8][CH2:9][CH2:10][CH2:11][CH3:12])=O)[CH2:2][CH2:3][CH2:4][CH3:5].C([NH2:20])C1C=CC=CC=1>[Pd]>[CH3:5][CH2:4][CH2:3][CH2:2][CH2:1][CH:6]([NH2:20])[CH2:8][CH2:9][CH2:10][CH2:11][CH3:12]. Procedure details: Diamylketone (12 g) was hydrogenated at 50 psi in the presence of 10% Pd/C (1.5 g) and benzylamine (8.31 g) at room temperature for 6 hours. Further catalyst (1.5 g) was added and the mixture was hydrogenated at 40° for 5 hours. The reaction mixture was filtered and evaporated to dryness (combined with the product from a previous 12 g hydrogenation). The oil was purified by column chromatography to give 6-undecylamine as an oil (9.1 g, 38%).